From a dataset of the Open Reaction Database (ORD), a public repository of structured organic reaction records. describe an organic reaction: reactants, conditions, products, and yield Reactants: CC(C)O, CN(C)C(=O)N(O)c1ccc(Cl)c(Cl)c1, O=C(Cl)Oc1ccccc1, c1ccncc1. Yields the product CN(C)C(=O)N(OC(=O)Oc1ccccc1)c1ccc(Cl)c(Cl)c1. Reaction SMILES: [CH:32]([OH:33])([CH3:34])[CH3:35].[Cl:1][c:2]1[cH:3][c:4]([N:9]([C:10](=[O:11])[N:12]([CH3:13])[CH3:14])[OH:15])[cH:5][cH:6][c:7]1[Cl:8].[Cl:22][C:23](=[O:24])[O:25][c:26]1[cH:27][cH:28][cH:29][cH:30][cH:31]1.[cH:16]1[cH:17][cH:18][n:19][cH:20][cH:21]1>>[Cl:1][c:2]1[cH:3][c:4]([N:9]([C:10](=[O:11])[N:12]([CH3:13])[CH3:14])[O:15][C:23](=[O:24])[O:25][c:26]2[cH:27][cH:28][cH:29][cH:30][cH:31]2)[cH:5][cH:6][c:7]1[Cl:8]. Starting materials: ClC1=NC(=CC(=N1)OCC)C (2-chloro-4-ethoxy-6-methylpyrimidine), N1C=NC=C1 (imidazole). Run in O1CCCC1 (tetrahydrofuran). Product: C(C)OC1=NC(=NC(=C1)C)N1C=NC=C1 (4-ethoxy-2-(1-imidazolyl)-6-methylpyrimidine). Yield: 50.5%. As a reaction SMILES: Cl[C:2]1[N:7]=[C:6]([O:8][CH2:9][CH3:10])[CH:5]=[C:4]([CH3:11])[N:3]=1.[NH:12]1[CH:16]=[CH:15][N:14]=[CH:13]1>O1CCCC1>[CH2:9]([O:8][C:6]1[CH:5]=[C:4]([CH3:11])[N:3]=[C:2]([N:12]2[CH:16]=[CH:15][N:14]=[CH:13]2)[N:7]=1)[CH3:10]. Procedure details: In anhydrous tetrahydrofuran, 173 mg of 2-chloro-4-ethoxy-6-methylpyrimidine was substituted with 68 mg of imidazole. The reaction mixture was treated according to the procedure of Example 5 to yield 103 mg of 4-ethoxy-2-(1-imidazolyl)-6-methylpyrimidine, recrystallized from a mixture of n-hexane and ethyl acetate, having a melting point of 115.5°-116° C.